This data is from the Open Reaction Database (ORD), a public repository of structured organic reaction records. The task is: describe an organic reaction: reactants, conditions, products, and yield Reactants: CC(=O)[O-], CC(=O)[O-], CC(c1ccc(O)cc1Cl)C(O)(c1ccc2c(c1)N(C)C(=O)CO2)C(F)(F)F, COC(=O)c1ccc(B(O)O)cc1Cl, [Cu+2], c1ccncc1. Product: COC(=O)c1ccc(Oc2ccc(C(C)C(O)(c3ccc4c(c3)N(C)C(=O)CO4)C(F)(F)F)c(Cl)c2)cc1Cl. As a reaction SMILES: [C:43]([O-:44])(=[O:45])[CH3:46].[C:48]([O-:49])(=[O:50])[CH3:51].[Cl:1][c:2]1[c:3]([CH:9]([C:10]([C:11]([F:12])([F:13])[F:14])([OH:15])[c:16]2[cH:17][cH:18][c:19]3[c:20]([cH:27]2)[N:21]([CH3:26])[C:22](=[O:25])[CH2:23][O:24]3)[CH3:28])[cH:4][cH:5][c:6]([OH:8])[cH:7]1.[Cl:29][c:30]1[cH:31][c:32]([B:40]([OH:41])[OH:42])[cH:33][cH:34][c:35]1[C:36](=[O:37])[O:38][CH3:39].[Cu+2:47].[cH:52]1[cH:53][cH:54][n:55][cH:56][cH:57]1>>[Cl:1][c:2]1[c:3]([CH:9]([C:10]([C:11]([F:12])([F:13])[F:14])([OH:15])[c:16]2[cH:17][cH:18][c:19]3[c:20]([cH:27]2)[N:21]([CH3:26])[C:22](=[O:25])[CH2:23][O:24]3)[CH3:28])[cH:4][cH:5][c:6]([O:8][c:32]2[cH:31][c:30]([Cl:29])[c:35]([C:36](=[O:37])[O:38][CH3:39])[cH:34][cH:33]2)[cH:7]1. Reactants: BrC=1C(=CC(=NC1)OC)C (5-bromo-2-methoxy-4-methyl-pyridine), C(CC)=O (propionaldehyde), C(C)(C)[Mg]Cl (iPrMgCl), [Li]CCCC (n-BuLi). The solvent is C1CCOC1 (THF), C1CCOC1 (THF). Conditions: time 15 minute. Product: COC1=CC(=C(C=N1)C(CC)O)C (1-(6-Methoxy-4-methyl-pyridin-3-yl)-propan-1-ol). Reaction SMILES: C([Mg]Cl)(C)C.[Li]CCCC.Br[C:12]1[C:13]([CH3:20])=[CH:14][C:15]([O:18][CH3:19])=[N:16][CH:17]=1.[CH:21](=[O:24])[CH2:22][CH3:23]>C1COCC1>[CH3:19][O:18][C:15]1[N:16]=[CH:17][C:12]([CH:21]([OH:24])[CH2:22][CH3:23])=[C:13]([CH3:20])[CH:14]=1. Reported procedure: To a cooled (−10° C.) solution of iPrMgCl (2.0M in THF, 619 ul, 1.24 mmol, 0.5 eq) in THF (5 ml) at is added n-BuLi (2.5M in hexanes, 990 ul, 2.47 mmol, 1 eq) and the mixture stirred at this temperature for 15 mins. This mixture is treated with a solution of 5-bromo-2-methoxy-4-methyl-pyridine (500 mg, 2.47 mmol) in THF (5 ml) and allowed to stir at −10° C. for 30 mins. After this time, propionaldehyde (0.324 ml, 4.45 mmol, 1.8 eq) is added and the contents left stirring for 2 hrs. The reaction ... Starting materials: Cl.C1(=CC=CC=C1)C1(CCNCC1)C(=O)N (4-phenyl-piperidine-4-carboxylic acid amide hydrochloride), O (water), C([O-])(O)=O.[Na+] (sodium bicarbonate), ClC=1C=C(C=CC1Cl)C1(CN(CC1)C(C1=C(C=CC=C1)OC)=O)CCCS(=O)(=O)[O-] (2-[3-(3,4-Dichloro-phenyl)-1-(2-methoxybenzoyl)-pyrrolidin-3-yl]-ethyl-methanesulfonate). Solvent: C1CCOC1 (THF). The product is ClC=1C=C(C=CC1Cl)C1(CN(CC1)C(C1=C(C=CC=C1)OC)=O)CCN1CCC(CC1)(C(=O)N)C1=CC=CC=C1 (1-[2-[3-(3,4-dichloro-phenyl)-1-(2-methoxy-benzoyl)-pyrrolidin-3-yl]-ethyl]-4-phenyl-piperidine-4-carboxylic acid amide). Isolated yield 70.9%. As a reaction SMILES: [Cl:1][C:2]1[CH:3]=[C:4]([C:9]2([CH2:24][CH2:25]CS([O-])(=O)=O)[CH2:13][CH2:12][N:11]([C:14](=[O:23])[C:15]3[CH:20]=[CH:19][CH:18]=[CH:17][C:16]=3[O:21][CH3:22])[CH2:10]2)[CH:5]=[CH:6][C:7]=1[Cl:8].Cl.[C:32]1([C:38]2([C:44]([NH2:46])=[O:45])[CH2:43][CH2:42][NH:41][CH2:40][CH2:39]2)[CH:37]=[CH:36][CH:35]=[CH:34][CH:33]=1.O.C(=O)(O)[O-].[Na+]>C1COCC1>[Cl:1][C:2]1[CH:3]=[C:4]([C:9]2([CH2:24][CH2:25][N:41]3[CH2:40][CH2:39][C:38]([C:32]4[CH:33]=[CH:34][CH:35]=[CH:36][CH:37]=4)([C:44]([NH2:46])=[O:45])[CH2:43][CH2:42]3)[CH2:13][CH2:12][N:11]([C:14](=[O:23])[C:15]3[CH:20]=[CH:19][CH:18]=[CH:17][C:16]=3[O:21][CH3:22])[CH2:10]2)[CH:5]=[CH:6][C:7]=1[Cl:8] |f:1.2,4.5|. Reported procedure: 2-[3-(3,4-Dichloro-phenyl)-1-(2-methoxybenzoyl)-pyrrolidin-3-yl]-ethyl-methanesulfonate (323 mg, 0.68 mmol) was dissolved in THF (4 mL) and 4-phenyl-piperidine-4-carboxylic acid amide hydrochloride (165 mg, 0.69 mmol), water (1 mL), and sodium bicarbonate (105 mg, 1.25 mmol) were added and the solution was heated at reflux for 21 hours. The solution was concentrated in vacuo. The aqueous phase was extracted with dichloromethane (3×) and the organic phase was washed with water, dried over magnesi... Starting materials: IC1=C2C=CC(=NC2=CC=C1)Cl (5-iodo-2-chloroquinoline), CC=1OC2=C(C1)C=CC=C2N ((2-methyl-1-benzofuran-7-yl)amine), NC1=C2C=CNC2=CC=C1 (4-aminoindole). Yields the product N1C=CC2=C(C=CC=C12)NC=1C=2C=CC(=NC2C=CC1)NC1=CC=CC=2C=C(OC21)C (N5-(1H-Indol-4-yl)-N2-(2-methyl-benzofuran-7-yl)-quinoline-2,5-diamine). RXN SMILES: I[C:2]1[CH:11]=[CH:10][CH:9]=[C:8]2[C:3]=1[CH:4]=[CH:5][C:6](Cl)=[N:7]2.[CH3:13][C:14]1[O:15][C:16]2[C:22]([NH2:23])=[CH:21][CH:20]=[CH:19][C:17]=2[CH:18]=1.[NH2:24][C:25]1[CH:33]=[CH:32][CH:31]=[C:30]2[C:26]=1[CH:27]=[CH:28][NH:29]2>>[NH:29]1[C:30]2[C:26](=[C:25]([NH:24][C:2]3[C:3]4[CH:4]=[CH:5][C:6]([NH:23][C:22]5[C:16]6[O:15][C:14]([CH3:13])=[CH:18][C:17]=6[CH:19]=[CH:20][CH:21]=5)=[N:7][C:8]=4[CH:9]=[CH:10][CH:11]=3)[CH:33]=[CH:32][CH:31]=2)[CH:27]=[CH:28]1. Reported procedure: The title compound, MS: m/e=405.4 (M+H+), was prepared in accordance with the general method of example 1 from 5-iodo-2-chloroquinoline, (2-methyl-1-benzofuran-7-yl)amine and 4-aminoindole. Reactants: COC([C@@H](CCN1C[C@H](C2(CC2)CC1)O)N1CCN(CCC1=O)C1=CC(=CC=C1)C(F)(F)F)=O ((R)-4-((S)-4-hydroxy-6-aza-spiro[2.5]oct-6-yl)-2-[7-oxo-4-(3-trifluoromethyl-phenyl)-[1,4]diazepan-1-yl]-butyric acid methyl ester), [Li+].[BH4-] (LiBH4). Product: O[C@H]1C2(CC2)CCN(C1)CC[C@H](CO)N1CCN(CCC1=O)C1=CC(=CC=C1)C(F)(F)F (4-[(R)-3-((S)-4-Hydroxy-6-aza-spiro[2.5]oct-6-yl)-1-hydroxymethyl-propyl]-1-(3-trifluoromethyl-phenyl)-[1,4]diazepan-5-one). Isolated yield 60.0%. RXN SMILES: C[O:2][C:3](=O)[C@H:4]([N:16]1[C:22](=[O:23])[CH2:21][CH2:20][N:19]([C:24]2[CH:29]=[CH:28][CH:27]=[C:26]([C:30]([F:33])([F:32])[F:31])[CH:25]=2)[CH2:18][CH2:17]1)[CH2:5][CH2:6][N:7]1[CH2:14][CH2:13][C:10]2([CH2:12][CH2:11]2)[C@H:9]([OH:15])[CH2:8]1.[Li+].[BH4-]>>[OH:15][C@@H:9]1[CH2:8][N:7]([CH2:6][CH2:5][C@@H:4]([N:16]2[C:22](=[O:23])[CH2:21][CH2:20][N:19]([C:24]3[CH:29]=[CH:28][CH:27]=[C:26]([C:30]([F:31])([F:33])[F:32])[CH:25]=3)[CH2:18][CH2:17]2)[CH2:3][OH:2])[CH2:14][CH2:13][C:10]21[CH2:12][CH2:11]2 |f:1.2|. Reported procedure: In analogy to the procedure described in example 2, (R)-4-((S)-4-hydroxy-6-aza-spiro[2.5]oct-6-yl)-2-[7-oxo-4-(3-trifluoromethyl-phenyl)-[1,4]diazepan-1-yl]-butyric acid methyl ester and LiBH4 gave the title compound in 60% yield as a white foam. MS: 456.4 (MH+).